Dataset: the Open Reaction Database (ORD), a public repository of structured organic reaction records. Task: describe an organic reaction: reactants, conditions, products, and yield The reactants are C=C, C1CO1, Cc1ccc(C=O)cc1, Cc1ccc(CO)cc1, Cc1ccc(C)cc1, O. The product is Cc1ccc(C(=O)O)cc1. RXN SMILES: [CH2:20]=[CH2:21].[CH2:22]1[O:23][CH2:24]1.[CH3:10][c:11]1[cH:12][cH:13][c:14]([CH:15]=[O:16])[cH:17][cH:18]1.[CH3:1][c:2]1[cH:3][cH:4][c:5]([CH2:6][OH:7])[cH:8][cH:9]1.[CH3:25][c:26]1[cH:27][cH:28][c:29]([CH3:30])[cH:31][cH:32]1.[O:19]>>[CH3:1][c:2]1[cH:3][cH:4][c:5]([C:6]([OH:7])=[O:16])[cH:8][cH:9]1.